This data is from the Open Reaction Database (ORD), a public repository of structured organic reaction records. The task is: describe an organic reaction: reactants, conditions, products, and yield The reactants are CC(C)(CO[Si](C)(C)C(C)(C)C)c1cnc(F)c(B(O)O)c1, CC(=O)[O-], Cc1nc(N)nc(Cl)n1, [K+], C1COCCO1, O. Product: Cc1nc(N)nc(-c2cc(C(C)(C)CO[Si](C)(C)C(C)(C)C)cnc2F)n1. As a reaction SMILES: [C:1]([CH3:2])([CH3:3])([CH3:4])[Si:5]([O:6][CH2:7][C:8]([CH3:9])([CH3:10])[c:11]1[cH:12][c:13]([B:18]([OH:19])[OH:20])[c:14]([F:17])[n:15][cH:16]1)([CH3:21])[CH3:22].[CH3:33][C:34](=[O:35])[O-:36].[Cl:23][c:24]1[n:25][c:26]([NH2:31])[n:27][c:28]([CH3:30])[n:29]1.[K+:32].[O:37]1[CH2:38][CH2:39][O:40][CH2:41][CH2:42]1.[OH2:43]>>[C:1]([CH3:2])([CH3:3])([CH3:4])[Si:5]([O:6][CH2:7][C:8]([CH3:9])([CH3:10])[c:11]1[cH:12][c:13](-[c:24]2[n:25][c:26]([NH2:31])[n:27][c:28]([CH3:30])[n:29]2)[c:14]([F:17])[n:15][cH:16]1)([CH3:21])[CH3:22]. The reactants are CC(=O)c1ccc2c(c1)CCCC2NC(=O)OC(C)(C)C, ClCCCl, CCOC(C)=O, CCN(C(C)C)C(C)C, ClCCl, Cl, Cl, O=C(O)CC(NS(=O)(=O)c1cccc(C(F)(F)F)c1)c1ccc(F)cc1, CC(=O)c1ccc2c(c1)CCCC2N, CN(C)C=O, On1nnc2ccccc21. Product: CC(=O)c1ccc2c(c1)CCCC2NC(=O)CC(NS(=O)(=O)c1cccc(C(F)(F)F)c1)c1ccc(F)cc1. As a reaction SMILES: [C:1]([O:2][C:6]([NH:7][CH:8]1[CH2:9][CH2:10][CH2:11][c:12]2[cH:13][c:14]([C:18]([CH3:19])=[O:20])[cH:15][cH:16][c:17]21)=[O:21])([CH3:3])([CH3:4])[CH3:5].[CH2:63]([Cl:64])[CH2:65][Cl:66].[CH3:87][CH2:88][O:89][C:90]([CH3:91])=[O:92].[CH:77]([N:78]([CH2:79][CH3:80])[CH:81]([CH3:82])[CH3:83])([CH3:84])[CH3:85].[Cl:93][CH2:94][Cl:95].[ClH:22].[ClH:86].[F:37][c:38]1[cH:39][cH:40][c:41]([CH:44]([CH2:45][C:46]([OH:47])=[O:48])[NH:49][S:50](=[O:51])(=[O:52])[c:53]2[cH:54][c:55]([C:59]([F:60])([F:61])[F:62])[cH:56][cH:57][cH:58]2)[cH:42][cH:43]1.[NH2:23][CH:24]1[CH2:25][CH2:26][CH2:27][c:28]2[cH:29][c:30]([C:31](=[O:32])[CH3:33])[cH:34][cH:35][c:36]21.[O:96]=[CH:97][N:98]([CH3:99])[CH3:100].[OH:67][n:68]1[c:69]2[c:70]([cH:71][cH:72][cH:73][cH:74]2)[n:75][n:76]1>>[C:6]([NH:7][CH:8]1[CH2:9][CH2:10][CH2:11][c:12]2[cH:13][c:14]([C:18]([CH3:19])=[O:20])[cH:15][cH:16][c:17]21)(=[O:21])[CH2:45][CH:44]([c:41]1[cH:40][cH:39][c:38]([F:37])[cH:43][cH:42]1)[NH:49][S:50](=[O:51])(=[O:52])[c:53]1[cH:54][c:55]([C:59]([F:60])([F:61])[F:62])[cH:56][cH:57][cH:58]1. The reactants are COC(=O)C(N)Cc1ccc(-c2ccc(F)c(Cl)c2)cc1, CC(=O)Oc1ccc(-c2ccc(C(F)(F)F)cc2)cc1C(=O)Cl. The product is COC(=O)C(Cc1ccc(-c2ccc(F)c(Cl)c2)cc1)NC(=O)c1cc(-c2ccc(C(F)(F)F)cc2)ccc1OC(C)=O. As a reaction SMILES: [CH3:24][O:25][C:26]([CH:27]([CH2:28][c:29]1[cH:30][cH:31][c:32](-[c:35]2[cH:36][c:37]([Cl:42])[c:38]([F:41])[cH:39][cH:40]2)[cH:33][cH:34]1)[NH2:43])=[O:44].[Cl:1][C:2](=[O:3])[c:4]1[cH:5][c:6](-[c:14]2[cH:15][cH:16][c:17]([C:20]([F:21])([F:22])[F:23])[cH:18][cH:19]2)[cH:7][cH:8][c:9]1[O:10][C:11]([CH3:12])=[O:13]>>[C:2](=[O:3])([c:4]1[cH:5][c:6](-[c:14]2[cH:15][cH:16][c:17]([C:20]([F:21])([F:22])[F:23])[cH:18][cH:19]2)[cH:7][cH:8][c:9]1[O:10][C:11]([CH3:12])=[O:13])[NH:43][CH:27]([C:26]([O:25][CH3:24])=[O:44])[CH2:28][c:29]1[cH:30][cH:31][c:32](-[c:35]2[cH:36][c:37]([Cl:42])[c:38]([F:41])[cH:39][cH:40]2)[cH:33][cH:34]1. Starting materials: CC(C)CCN(C(=O)OC(C)(C)C)C1c2ccccc2CC(NC(=O)OC(C)(C)C)C1O, ClCCl. Product: CC(C)CCN(C(=O)OC(C)(C)C)C1C(=O)C(NC(=O)OC(C)(C)C)Cc2ccccc21. Reaction SMILES: [C:1]([CH3:2])([CH3:3])([CH3:4])[O:5][C:6](=[O:7])[N:8]([CH:9]1[CH:10]([OH:27])[CH:11]([NH:19][C:20](=[O:21])[O:22][C:23]([CH3:24])([CH3:25])[CH3:26])[CH2:12][c:13]2[cH:14][cH:15][cH:16][cH:17][c:18]21)[CH2:28][CH2:29][CH:30]([CH3:31])[CH3:32].[CH2:33]([Cl:34])[Cl:35]>>[C:1]([CH3:2])([CH3:3])([CH3:4])[O:5][C:6](=[O:7])[N:8]([CH:9]1[C:10](=[O:27])[CH:11]([NH:19][C:20](=[O:21])[O:22][C:23]([CH3:24])([CH3:25])[CH3:26])[CH2:12][c:13]2[cH:14][cH:15][cH:16][cH:17][c:18]21)[CH2:28][CH2:29][CH:30]([CH3:31])[CH3:32]. Reactants: N1CCC(CC1)N1C(NC2=NC=CC=C21)=O (1-piperidin-4-yl-1,3-dihydroimidazo[4,5-b]pyridin-2-one), ClC1=NC=CC(=C1)C(=O)N1CCC2=CC(=C(C=C12)F)F ((2-chloro-pyridin-4-yl)-(5,6-difluoro-2,3-dihydro-indol-1-yl)-methanone). The solvent is CN1CCCC1=O (NMP). Yields the product FC=1C=C2CCN(C2=CC1F)C(=O)C1=CC(=NC=C1)N1CCC(CC1)N1C(NC2=NC=CC=C21)=O (1-[4′-(5,6-difluoro-2,3-dihydro-indole-1-carbonyl)-3,4,5,6-tetrahydro-2H-[1,2′]bipyridinyl-4-yl]-1,3-dihydro-imidazo[4,5-b]pyridin-2-one). RXN SMILES: [NH:1]1[CH2:6][CH2:5][CH:4]([N:7]2[C:15]3[C:10](=[N:11][CH:12]=[CH:13][CH:14]=3)[NH:9][C:8]2=[O:16])[CH2:3][CH2:2]1.Cl[C:18]1[CH:23]=[C:22]([C:24]([N:26]2[C:34]3[C:29](=[CH:30][C:31]([F:36])=[C:32]([F:35])[CH:33]=3)[CH2:28][CH2:27]2)=[O:25])[CH:21]=[CH:20][N:19]=1>CN1C(=O)CCC1>[F:36][C:31]1[CH:30]=[C:29]2[C:34](=[CH:33][C:32]=1[F:35])[N:26]([C:24]([C:22]1[CH:21]=[CH:20][N:19]=[C:18]([N:1]3[CH2:2][CH2:3][CH:4]([N:7]4[C:15]5[C:10](=[N:11][CH:12]=[CH:13][CH:14]=5)[NH:9][C:8]4=[O:16])[CH2:5][CH2:6]3)[CH:23]=1)=[O:25])[CH2:27][CH2:28]2. Reported procedure: 1.0 g (4.6 mmol) 1-piperidin-4-yl-1,3-dihydroimidazo[4,5-b]pyridin-2-one, 0.45 g (1.5 mmol) (2-chloro-pyridin-4-yl)-(5,6-difluoro-2,3-dihydro-indol-1-yl)-methanone were stirred in 4 mL of NMP for 4 h at 130° C. The reaction mixture was purified by HPLC. The product-containing fractions were combined and freeze-dried. Reported procedure: 13 ml of N-ethylmorpholine and 22 g of DCC are added at 0° C. to a solution of 40.7 g (0.1 mmole) of Z-Tyr(But)-OH, 21.6 g of H-Phe-OMe hydrochloride and 13.5 g (0.1 mmole) of HOBt in 200 ml of dimethylformamide. The mixture is worked up as in the case of Example 1 a. The residue is triturated with petroleum ether and suction-drained. Yield 50.3 g (94%), melting point 103°-104° C., [α]D24 =-12.3° (c=1, methanol). Solvent: CN(C=O)C (dimethylformamide). As a reaction SMILES: C(N1CCOCC1)C.C1CCC(N=C=NC2CCCCC2)CC1.[NH:24]([C:41]([O:43][CH2:44][C:45]1[CH:50]=[CH:49][CH:48]=[CH:47][CH:46]=1)=[O:42])[C@H:25]([C:38]([OH:40])=O)[CH2:26][C:27]1[CH:32]=[CH:31][C:30]([O:33][C:34]([CH3:37])([CH3:36])[CH3:35])=[CH:29][CH:28]=1.[NH2:51][C@H:52]([C:60]([O:62][CH3:63])=[O:61])[CH2:53][C:54]1[CH:59]=[CH:58][CH:57]=[CH:56][CH:55]=1.Cl.C1C=CC2N(O)N=NC=2C=1>CN(C)C=O>[NH:24]([C:41]([O:43][CH2:44][C:45]1[CH:46]=[CH:47][CH:48]=[CH:49][CH:50]=1)=[O:42])[C@H:25]([C:38]([NH:51][C@H:52]([C:60]([O:62][CH3:63])=[O:61])[CH2:53][C:54]1[CH:59]=[CH:58][CH:57]=[CH:56][CH:55]=1)=[O:40])[CH2:26][C:27]1[CH:28]=[CH:29][C:30]([O:33][C:34]([CH3:35])([CH3:37])[CH3:36])=[CH:31][CH:32]=1 |f:3.4|. The product is N([C@@H](CC1=CC=C(C=C1)OC(C)(C)C)C(=O)N[C@@H](CC1=CC=CC=C1)C(=O)OC)C(=O)OCC1=CC=CC=C1 (Z-Tyr(But)-Phe-OMe). Starting materials: C(C)N1CCOCC1 (N-ethylmorpholine), C1CCC(CC1)N=C=NC2CCCCC2 (DCC), N([C@@H](CC1=CC=C(C=C1)OC(C)(C)C)C(=O)O)C(=O)OCC1=CC=CC=C1 (Z-Tyr(But)-OH), N[C@@H](CC1=CC=CC=C1)C(=O)OC.Cl (H-Phe-OMe hydrochloride), C=1C=CC2=C(C1)N=NN2O (HOBt). Starting materials: ClC1=CC=C(C(=O)NNC(CCl)=O)C=C1 (4-chloro-N′-(2-chloroacetyl)benzohydrazide), P(=O)(Cl)(Cl)Cl (phosphorous oxychloride). Run in C(C)#N (acetonitrile). Yields the product ClCC=1OC(=NN1)C1=CC=C(C=C1)Cl (2-(chloromethyl)-5-(4-chlorophenyl)-1,3,4-oxadiazole). Isolated yield 80.8%. RXN SMILES: [Cl:1][C:2]1[CH:15]=[CH:14][C:5]([C:6]([NH:8][NH:9][C:10](=[O:13])[CH2:11][Cl:12])=O)=[CH:4][CH:3]=1.P(Cl)(Cl)(Cl)=O>C(#N)C>[Cl:12][CH2:11][C:10]1[O:13][C:6]([C:5]2[CH:14]=[CH:15][C:2]([Cl:1])=[CH:3][CH:4]=2)=[N:8][N:9]=1. Procedure: To a mixture of 4-chlorobenzohydrazide 5 (1 g, 5.86 mmol) and K2CO3 (0.97 g, 7.03 mmol) in acetonitrile (30 mL) was added 2-chloroacetyl chloride (0.68 g, 6.08 mmol) dropwise at ambient temperature. The resulting mixture was stirred at ambient temperature for 16 hours. The solid was collected, washed with H2O and ether, and dried to afford 4-chloro-N′-(2-chloroacetyl)benzohydrazide 6 (1.2 g, 82%) which was used for the next step without further purification. A mixture of 4-chloro-N′-(2-chloroace... Starting materials: [Al+3], [H-], [H-], [H-], [H-], [Li+], C1CCOC1, COC(=O)c1nc2c(s1)CN(C(=O)OC(C)(C)C)CC2. Yields the product CC(C)(C)OC(=O)N1CCc2nc(CO)sc2C1. Reaction SMILES: [Al+3:2].[H-:1].[H-:4].[H-:5].[H-:6].[Li+:3].[O:27]1[CH2:28][CH2:29][CH2:30][CH2:31]1.[n:7]1[c:8]([C:23](=[O:24])[O:25][CH3:26])[s:9][c:10]2[c:15]1[CH2:14][CH2:13][N:12]([C:16](=[O:17])[O:18][C:19]([CH3:20])([CH3:21])[CH3:22])[CH2:11]2>>[n:7]1[c:8]([CH2:23][OH:24])[s:9][c:10]2[c:15]1[CH2:14][CH2:13][N:12]([C:16](=[O:17])[O:18][C:19]([CH3:20])([CH3:21])[CH3:22])[CH2:11]2. Reactants: O=C=N[Ag], I, O=C=NC1c2ccsc2CCC1I, N, C1=Cc2ccsc2CC1. Yields the product NC(=O)NC1c2ccsc2CCC1I. Reaction SMILES: [Ag:25][N:26]=[C:27]=[O:28].[I:10].[I:11][CH:12]1[CH:13]([N:21]=[C:22]=[O:23])[c:14]2[c:15]([s:16][cH:17][cH:18]2)[CH2:19][CH2:20]1.[NH3:24].[s:1]1[cH:2][cH:3][c:4]2[c:9]1[CH2:8][CH2:7][CH:6]=[CH:5]2>>[I:11][CH:12]1[CH:13]([NH:21][C:22](=[O:23])[NH2:24])[c:14]2[c:15]([s:16][cH:17][cH:18]2)[CH2:19][CH2:20]1. Starting materials: O=C(O)CC(c1ccc(OCc2ccc(OC(F)(F)F)c(C3=CCCC3)c2)cc1)c1ccon1, CO. Yields the product O=C(O)CC(c1ccc(OCc2ccc(OC(F)(F)F)c(C3CCCC3)c2)cc1)c1ccon1. RXN SMILES: [C:1]1([c:6]2[cH:7][c:8]([CH2:9][O:10][c:11]3[cH:12][cH:13][c:14]([CH:17]([CH2:18][C:19](=[O:20])[OH:21])[c:22]4[n:23][o:24][cH:25][cH:26]4)[cH:15][cH:16]3)[cH:27][cH:28][c:29]2[O:30][C:31]([F:32])([F:33])[F:34])=[CH:2][CH2:3][CH2:4][CH2:5]1.[CH3:35][OH:36]>>[CH:1]1([c:6]2[cH:7][c:8]([CH2:9][O:10][c:11]3[cH:12][cH:13][c:14]([CH:17]([CH2:18][C:19](=[O:20])[OH:21])[c:22]4[n:23][o:24][cH:25][cH:26]4)[cH:15][cH:16]3)[cH:27][cH:28][c:29]2[O:30][C:31]([F:32])([F:33])[F:34])[CH2:2][CH2:3][CH2:4][CH2:5]1.